Dataset: the Open Reaction Database (ORD), a public repository of structured organic reaction records. Task: describe an organic reaction: reactants, conditions, products, and yield Reactants: C(C1=CC=CC=C1)OC1=C2CCCC(C2=CC=C1)C(=O)N(CC=1C=NNC1)C1=CC=C(C=C1)C(C)C (5-benzyloxy-N-(4-isopropylphenyl)-N-[(pyrazol-4-yl)methyl]-1,2,3,4-tetrahydronaphthalene-1-carboxamide), BrCCCOC1OCCCC1 (1-bromo-3-(2-oxanyloxy)propane). Product: C(C1=CC=CC=C1)OC1=C2CCCC(C2=CC=C1)C(=O)N(CC=1C=NN(C1)CCCOC1OCCCC1)C1=CC=C(C=C1)C(C)C (5-benzyloxy-N-(4-isopropylphenyl)-N-({1-[3-(2-oxanyloxy)propyl]pyrazol-4-yl}methyl)-1,2,3,4-tetrahydronaphthalene-1-carboxamide). Reaction SMILES: [CH2:1]([O:8][C:9]1[CH:18]=[CH:17][CH:16]=[C:15]2[C:10]=1[CH2:11][CH2:12][CH2:13][CH:14]2[C:19]([N:21]([C:28]1[CH:33]=[CH:32][C:31]([CH:34]([CH3:36])[CH3:35])=[CH:30][CH:29]=1)[CH2:22][C:23]1[CH:24]=[N:25][NH:26][CH:27]=1)=[O:20])[C:2]1[CH:7]=[CH:6][CH:5]=[CH:4][CH:3]=1.Br[CH2:38][CH2:39][CH2:40][O:41][CH:42]1[CH2:47][CH2:46][CH2:45][CH2:44][O:43]1>>[CH2:1]([O:8][C:9]1[CH:18]=[CH:17][CH:16]=[C:15]2[C:10]=1[CH2:11][CH2:12][CH2:13][CH:14]2[C:19]([N:21]([C:28]1[CH:29]=[CH:30][C:31]([CH:34]([CH3:36])[CH3:35])=[CH:32][CH:33]=1)[CH2:22][C:23]1[CH:27]=[N:26][N:25]([CH2:38][CH2:39][CH2:40][O:41][CH:42]2[CH2:47][CH2:46][CH2:45][CH2:44][O:43]2)[CH:24]=1)=[O:20])[C:2]1[CH:3]=[CH:4][CH:5]=[CH:6][CH:7]=1. Reported procedure: By the reaction and treatment in the same manner as in Example 83 using 5-benzyloxy-N-(4-isopropylphenyl)-N-[(pyrazol-4-yl)methyl]-1,2,3,4-tetrahydronaphthalene-1-carboxamide (1.02 g) and 1-bromo-3-(2-oxanyloxy)propane (0.45 mL) as starting materials, 5-benzyloxy-N-(4-isopropylphenyl)-N-({1-[3-(2-oxanyloxy)propyl]pyrazol-4-yl}methyl)-1,2,3,4-tetrahydronaphthalene-1-carboxamide (1.65 g) was obtained. This compound was dissolved in methanol (30 mL), and 4 mol/L-HCl/dioxane (0.1 mL) was added. The ...